Dataset: the Open Reaction Database (ORD), a public repository of structured organic reaction records. Task: describe an organic reaction: reactants, conditions, products, and yield The reactants are C(#N)NC(SC)=NCCSCC1=NC=CC=C1OC (N-cyano-N'-[2-((3-methoxy-2-pyridyl)methylthio)ethyl]S-methylisothiourea), CN (methylamine). The solvent is C(C)O (ethanol). Run at time 8 hour. Product: C(#N)NC(=NCCSCC1=NC=CC=C1OC)NC (N-cyano-N'-methyl-N"-[2-(3-methoxy-2-pyridylmethylthio)ethyl]guanidine). As a reaction SMILES: [C:1]([NH:3][C:4](=[N:7][CH2:8][CH2:9][S:10][CH2:11][C:12]1[C:17]([O:18][CH3:19])=[CH:16][CH:15]=[CH:14][N:13]=1)SC)#[N:2].[CH3:20][NH2:21]>C(O)C>[C:1]([NH:3][C:4]([NH:21][CH3:20])=[N:7][CH2:8][CH2:9][S:10][CH2:11][C:12]1[C:17]([O:18][CH3:19])=[CH:16][CH:15]=[CH:14][N:13]=1)#[N:2]. Procedure details: N-cyano-N'-[2-((3-methoxy-2-pyridyl)methylthio)ethyl]S-methylisothiourea (1.9 g) in ethanol (10 ml) was treated with ethanolic methylamine (20 ml 33% solution) and the resultant clear solution was allowed to stand overnight. Excess of methylamine was removed by bubbling nitrogen through the solution and the crystalline precipitate was recrystallised from ethanol to yield the title product (1.2 g), m.p. 122°-123°. The reactants are C(=O)(OC(C)(C)C)N1CCC(CC1)CCCOC1=NOC(=C1)C(=O)OC (Methyl 3-[3-(N-BOC-Piperidin-4-yl)propyloxy]isoxazole-5-carboxylate), [OH-].[Na+] (NaOH). The solvent is CO (CH3OH). The product is C(=O)(OC(C)(C)C)N1CCC(CC1)CCCOC1=NOC(=C1)C(=O)O (3-[3-(N-BOC-Piperidin-4-yl)propyloxy]isoxazole-5-carboxylic acid). RXN SMILES: [C:1]([N:8]1[CH2:13][CH2:12][CH:11]([CH2:14][CH2:15][CH2:16][O:17][C:18]2[CH:22]=[C:21]([C:23]([O:25]C)=[O:24])[O:20][N:19]=2)[CH2:10][CH2:9]1)([O:3][C:4]([CH3:7])([CH3:6])[CH3:5])=[O:2].[OH-].[Na+]>CO>[C:1]([N:8]1[CH2:9][CH2:10][CH:11]([CH2:14][CH2:15][CH2:16][O:17][C:18]2[CH:22]=[C:21]([C:23]([OH:25])=[O:24])[O:20][N:19]=2)[CH2:12][CH2:13]1)([O:3][C:4]([CH3:7])([CH3:6])[CH3:5])=[O:2] |f:1.2|. Procedure details: A solution of 3-6 (580 mg, 1.6 mmol), 1N NaOH (3.1 mL, 3.1 mmol), and CH3OH (8 mL) was stirred at ambient temperature for 1.0 h. The reaction was then concentrated and the resulting gum acidified with 1M NaHSO4. The aqueous layer was saturated with NaCl and then extracted with ether. The extracts were combined, dried (MgSO4) and concentrated to give 3-7 as a viscous gum. Rf 0.20 (silica, 9/0.5/0.5 CH2Cl2/CH3OH/HOAc). Reaction SMILES: [CH:1](=[O:8])[C:2]1[CH:7]=[CH:6][CH:5]=[CH:4][CH:3]=1.[N+:9]([CH3:12])([O-:11])=[O:10]>[Pd]>[N+:9]([CH2:12][CH:1]([C:2]1[CH:7]=[CH:6][CH:5]=[CH:4][CH:3]=1)[OH:8])([O-:11])=[O:10]. The reactants are C(C1=CC=CC=C1)=O (benzaldehyde), [N+](=O)([O-])C (nitromethane). The reagents and catalysts are [Pd] (palladium). Reaction conditions: time 1 hour. Product: [N+](=O)([O-])CC(O)C1=CC=CC=C1 (2-nitro-1-phenyl-ethanol). Reported procedure: A 250 mm-long tube filled with 3600 mg of pellets (72 pellets, each weighing 50 mg were used, the supported palladium being 0.85 mol % with respect to the reactive substrate) was used as a microreactor. A mixture obtained by mixing 2.1 g (20 mmol) of benzaldehyde and 1.2 g (20 mmol) of nitromethane was filled in a gas tight syringe, and the reaction was conducted at a temperature of 60° C. The flow rate was set to 2.2 ml/h and the retention time was set to 1 hour. After analyzing the resulting p... The reactants are ClC1=CC=C(CBr)C=C1 (4-chlorobenzyl bromide), O (water), [H-].[Na+] (sodium hydride), CC(C)(C(CN1N=CN=C1)=O)C (2,2-dimethyl-4-(1,2,4-triazol-1-yl)-butan-3-one). The solvent is CN(C=O)C (N,N-dimethylformamide), CN(C=O)C (N,N-dimethylformamide). Run at temperature 20 celsius, time 5 hour. Yields the product ClC1=CC=C(C=C1)CC(C(C(C)(C)C)=O)N1N=CN=C1 (5-(4-chlorophenyl)-2,2-dimethyl-4-(1,2,4-triazol-1-yl)-pentan-3-one). The yield is 63.5%. RXN SMILES: [H-].[Na+].[CH3:3][C:4]([CH3:14])([C:6](=[O:13])[CH2:7][N:8]1[CH:12]=[N:11][CH:10]=[N:9]1)[CH3:5].[Cl:15][C:16]1[CH:23]=[CH:22][C:19]([CH2:20]Br)=[CH:18][CH:17]=1.O>CN(C)C=O>[Cl:15][C:16]1[CH:23]=[CH:22][C:19]([CH2:20][CH:7]([N:8]2[CH:12]=[N:11][CH:10]=[N:9]2)[C:6](=[O:13])[C:4]([CH3:14])([CH3:3])[CH3:5])=[CH:18][CH:17]=1 |f:0.1|. Reported procedure: 7.5 g (0.25 mol) of sodium hydride (80% strength suspension in oil) are slowly introduced, at 10° C., into a solution of 50.1 g (0.3 mol) of 2,2-dimethyl-4-(1,2,4-triazol-1-yl)-butan-3-one in 150 ml of absolute N,N-dimethylformamide, and the mixture is stirred at 20° C. until the evolution of gas has ended. A solution of 62 g (0.3 mol) of 4-chlorobenzyl bromide in 50 ml of N,N-dimethylformamide is then added dropwise, while stirring. After 5 hours, the reaction mixture is stirred into 900 ml of ...